This data is from the Open Reaction Database (ORD), a public repository of structured organic reaction records. The task is: describe an organic reaction: reactants, conditions, products, and yield The reactants are CCc1nc(C=Cc2cn(-c3ccccc3C)nc2OCOC)cs1, CO, Cl. The product is CCc1nc(C=Cc2cn(-c3ccccc3C)nc2O)cs1. As a reaction SMILES: [CH2:1]([CH3:2])[c:3]1[s:4][cH:5][c:6]([CH:8]=[CH:9][c:10]2[c:11]([O:22][CH2:23][O:24][CH3:25])[n:12][n:13](-[c:15]3[c:16]([CH3:21])[cH:17][cH:18][cH:19][cH:20]3)[cH:14]2)[n:7]1.[CH3:27][OH:28].[ClH:26]>>[CH2:1]([CH3:2])[c:3]1[s:4][cH:5][c:6]([CH:8]=[CH:9][c:10]2[c:11]([OH:22])[n:12][n:13](-[c:15]3[c:16]([CH3:21])[cH:17][cH:18][cH:19][cH:20]3)[cH:14]2)[n:7]1.